This data is from the Open Reaction Database (ORD), a public repository of structured organic reaction records. The task is: describe an organic reaction: reactants, conditions, products, and yield Reactants: CCN(CC)CCCl, Cc1ccc(-c2oc3ccccc3c2S(=O)(=O)c2ccc(O)cc2)cc1. Yields the product CCN(CC)CCOc1ccc(S(=O)(=O)c2c(-c3ccc(C)cc3)oc3ccccc23)cc1. RXN SMILES: [CH2:27]([CH3:28])[N:29]([CH2:30][CH2:31][Cl:32])[CH2:33][CH3:34].[OH:1][c:2]1[cH:3][cH:4][c:5]([S:8](=[O:9])(=[O:10])[c:11]2[c:12](-[c:20]3[cH:21][cH:22][c:23]([CH3:26])[cH:24][cH:25]3)[o:13][c:14]3[c:15]2[cH:16][cH:17][cH:18][cH:19]3)[cH:6][cH:7]1>>[O:1]([c:2]1[cH:3][cH:4][c:5]([S:8](=[O:9])(=[O:10])[c:11]2[c:12](-[c:20]3[cH:21][cH:22][c:23]([CH3:26])[cH:24][cH:25]3)[o:13][c:14]3[c:15]2[cH:16][cH:17][cH:18][cH:19]3)[cH:6][cH:7]1)[CH2:31][CH2:30][N:29]([CH2:27][CH3:28])[CH2:33][CH3:34].